This data is from the Open Reaction Database (ORD), a public repository of structured organic reaction records. The task is: describe an organic reaction: reactants, conditions, products, and yield Yields the product CONC(=O)C(Cc1ccccc1)NC(=O)C1CCCN1S(=O)(=O)c1ccc(C)cc1. Reactants: CON, Cl, Cc1ccc(S(=O)(=O)N2CCCC2C(=O)NC(Cc2ccccc2)C(=O)O)cc1. Reaction SMILES: [CH3:31][O:32][NH2:33].[ClH:30].[c:1]1([CH3:29])[cH:2][cH:3][c:4]([S:7](=[O:8])(=[O:9])[N:10]2[CH:11]([C:12](=[O:13])[NH:14][CH:15]([CH2:16][c:17]3[cH:18][cH:19][cH:20][cH:21][cH:22]3)[C:23](=[O:24])[OH:25])[CH2:26][CH2:27][CH2:28]2)[cH:5][cH:6]1>>[c:1]1([CH3:29])[cH:2][cH:3][c:4]([S:7](=[O:8])(=[O:9])[N:10]2[CH:11]([C:12](=[O:13])[NH:14][CH:15]([CH2:16][c:17]3[cH:18][cH:19][cH:20][cH:21][cH:22]3)[C:23](=[O:25])[NH:33][O:32][CH3:31])[CH2:26][CH2:27][CH2:28]2)[cH:5][cH:6]1. The product is N[C@]1(C[C@@H](CC1)C1=CC=C(C=C1)Br)CO (((1R,3R)-1-amino-3-(4-bromophenyl)cyclopentyl)methanol). Reported procedure: (1R,3R)-Methyl 1-amino-3-(4-bromophenyl)cyclopentanecarboxylate (I-2, 3.88 g, 13.01 mmol) was dissolved in MeOH (65.1 ml) and sodium borohydride (1.477 g, 39.0 mmol) was added portionwise. Additional sodium borohydride was added (0.5 equiv every 1 h) portionwise until the reaction was determined to be complete by HPLC analysis. The reaction was found to be complete after 2 hours. The reaction mixture was quenched with water and diluted with ethyl acetate. The aqueous layer was back extracted thr... Yield: 90.8%. The reactants are [BH4-].[Na+] (sodium borohydride), N[C@]1(C[C@@H](CC1)C1=CC=C(C=C1)Br)C(=O)OC ((1R,3R)-Methyl 1-amino-3-(4-bromophenyl)cyclopentanecarboxylate), [BH4-].[Na+] (sodium borohydride). Solvent: CO (MeOH). RXN SMILES: [NH2:1][C@:2]1([C:14](OC)=[O:15])[CH2:6][CH2:5][C@@H:4]([C:7]2[CH:12]=[CH:11][C:10]([Br:13])=[CH:9][CH:8]=2)[CH2:3]1.[BH4-].[Na+]>CO>[NH2:1][C@:2]1([CH2:14][OH:15])[CH2:6][CH2:5][C@@H:4]([C:7]2[CH:12]=[CH:11][C:10]([Br:13])=[CH:9][CH:8]=2)[CH2:3]1 |f:1.2|. Reaction conditions: time 2 hour. Reported procedure: 6-(3,4-Methylenedioxyphenyl)-3-hexenyl bromide [V; Ar is 3,4-methylenedioxyphenyl, R is H] was prepared from 11.5 g. of 2-(3,4-methylenedioxyphenyl)ethyl cyclopropyl carbinol (Preparation B2), 12 g. of phosphorus tribromide, 10 g. of lithium bromide and 12.7 g. of zinc bromide according to the procedure given above in Preparation C1, affording 12.5 g. of product as an oil. Yields the product C1OC=2C=C(C=CC2O1)CCC=CCCBr (6-(3,4-Methylenedioxyphenyl)-3-hexenyl bromide). The reagents and catalysts are [Br-].[Zn+2].[Br-] (zinc bromide). Starting materials: C1OC=2C=C(C=CC2O1)CCC(O)C1CC1 (2-(3,4-methylenedioxyphenyl)ethyl cyclopropyl carbinol), C1, P(Br)(Br)Br (phosphorus tribromide), [Br-].[Li+] (lithium bromide). Reaction SMILES: [CH2:1]1[O:9][C:8]2[CH:7]=[CH:6][C:5]([CH2:10][CH2:11][CH:12]([CH:14]3[CH2:16][CH2:15]3)O)=[CH:4][C:3]=2[O:2]1.P(Br)(Br)[Br:18].[Br-].[Li+]>[Br-].[Zn+2].[Br-]>[CH2:1]1[O:9][C:8]2[CH:7]=[CH:6][C:5]([CH2:10][CH2:11][CH:12]=[CH:14][CH2:15][CH2:16][Br:18])=[CH:4][C:3]=2[O:2]1 |f:2.3,4.5.6|.